Dataset: the Open Reaction Database (ORD), a public repository of structured organic reaction records. Task: describe an organic reaction: reactants, conditions, products, and yield Reactants: C(CCC)[Li] (n-butyllithium), [Si](C)(C)(C(C)(C)C)OC=1C=C(C=O)C=CC1 (3-(tert-butyldimethylsilyloxy)benzaldehyde), BrC1=CC=C(C=C1)SC (4-bromothioanisole). Solvent: CCCCCC (hexane), O1CCCC1 (tetrahydrofuran), O1CCCC1 (tetrahydrofuran). Conditions: time 15 minute. Product: CSC1=CC=C(C=C1)C(O)C1=CC(=CC=C1)O[Si](C)(C)C(C)(C)C ((4-methylthiophenyl) (3-tert-butyldimethylsilyloxyphenyl)methanol). The yield is 99.0%. Reaction SMILES: Br[C:2]1[CH:7]=[CH:6][C:5]([S:8][CH3:9])=[CH:4][CH:3]=1.C([Li])CCC.[Si:15]([O:22][C:23]1[CH:24]=[C:25]([CH:28]=[CH:29][CH:30]=1)[CH:26]=[O:27])([C:18]([CH3:21])([CH3:20])[CH3:19])([CH3:17])[CH3:16]>O1CCCC1.CCCCCC>[CH3:9][S:8][C:5]1[CH:6]=[CH:7][C:2]([CH:26]([C:25]2[CH:28]=[CH:29][CH:30]=[C:23]([O:22][Si:15]([C:18]([CH3:21])([CH3:20])[CH3:19])([CH3:16])[CH3:17])[CH:24]=2)[OH:27])=[CH:3][CH:4]=1. Procedure: A solution of 4-bromothioanisole (10.0 g, 49.0 mmol) in 60 mL of anhydrous tetrahydrofuran was cooled to -78° C. under nitrogen and 32 mL (49 mmol) of 1.55M n-butyllithium in hexane was was added dropwise at a rate to maintain temperature below -60° C. The reaction was stirred an additional 15 minutes after addition was complete, and a solution of crude 3-(tert-butyldimethylsilyloxy)benzaldehyde (11.6 g, 49 mmol) in 50 mL of dry tetrahydrofuran was added dropwise over 20 minutes. The reaction wa...